This data is from the Open Reaction Database (ORD), a public repository of structured organic reaction records. The task is: describe an organic reaction: reactants, conditions, products, and yield Starting materials: C(C)(C)OC(=O)C1N(CCC1)S(=O)(=O)C1=CC=C(C=C1)N1CCC2(OCCO2)CC1 (1-[4-(1,4-dioxa-8-aza-spiro[4.5]dec-8-yl)-benzenesulfonyl]-pyrrolidine-2-carboxylic acid isopropyl ester), CN (methyl amine), CN (methyl amine). Run at time 8 hour. Yields the product CNC(=O)C1N(CCC1)S(=O)(=O)C1=CC=C(C=C1)N1CCC2(OCCO2)CC1 (1-[4-(1,4-Dioxa-8-aza-spiro[4.5]dec-8-yl)-benzenesulfonyl]-pyrrolidine-2-carboxylic acid methylamide). Reaction SMILES: C(O[C:5]([CH:7]1[CH2:11][CH2:10][CH2:9][N:8]1[S:12]([C:15]1[CH:20]=[CH:19][C:18]([N:21]2[CH2:30][CH2:29][C:24]3([O:28][CH2:27][CH2:26][O:25]3)[CH2:23][CH2:22]2)=[CH:17][CH:16]=1)(=[O:14])=[O:13])=[O:6])(C)C.[CH3:31][NH2:32]>>[CH3:31][NH:32][C:5]([CH:7]1[CH2:11][CH2:10][CH2:9][N:8]1[S:12]([C:15]1[CH:20]=[CH:19][C:18]([N:21]2[CH2:30][CH2:29][C:24]3([O:28][CH2:27][CH2:26][O:25]3)[CH2:23][CH2:22]2)=[CH:17][CH:16]=1)(=[O:13])=[O:14])=[O:6]. Reported procedure: 0.57 g of 1-[4-(1,4-dioxa-8-aza-spiro[4.5]dec-8-yl)-benzenesulfonyl]-pyrrolidine-2-carboxylic acid isopropyl ester ( ) was stirred in 20 mL methyl amine (40% wt in water) at 100° C. in a sealed tube for 5 days. The methyl amine was allowed to evaporate and the residual aqueous solution was left to stand overnight uncapped. The following morning, a white precipitate was present, which was collected by vacuum filtration. The precipitate was washed with water and hexanes. The original aqueous solut... Reactants: C1(=CC=CC=C1)P(C1=CC=CC=C1)C1=CC=CC=C1 (triphenylphospine), C(Br)(Br)(Br)Br (carbon tetrabromide), ClC=1C=C(C=C(C1)Cl)C1=CC=C(CO)C=C1 (4-(3',5'-bis-chlorophenyl) benzyl alcohol). Solvent: C(C)OCC (diethyl ether), C(Cl)Cl (CH2Cl2). Conditions: time 16 hour. The product is ClC=1C=C(C=C(C1)Cl)C1=CC=C(CBr)C=C1 (4-(3',5'-Dichlorophenyl) benzyl bromide). RXN SMILES: C1(P(C2C=CC=CC=2)C2C=CC=CC=2)C=CC=CC=1.[C:20]([Br:24])(Br)(Br)Br.[Cl:25][C:26]1[CH:27]=[C:28]([C:33]2[CH:40]=[CH:39][C:36](CO)=[CH:35][CH:34]=2)[CH:29]=[C:30]([Cl:32])[CH:31]=1>C(OCC)C.C(Cl)Cl>[Cl:25][C:26]1[CH:27]=[C:28]([C:33]2[CH:40]=[CH:39][C:36]([CH2:20][Br:24])=[CH:35][CH:34]=2)[CH:29]=[C:30]([Cl:32])[CH:31]=1. Reported procedure: To a solution of triphenylphospine (636 mg, 2.42 mmol) and carbon tetrabromide (830 mg, 2.50 mmol) in diethyl ether (5 mL) was added a solution of 4-(3',5'-bis-chlorophenyl) benzyl alcohol (50 mg, 1.98 mmol) in CH2Cl2 (12 mL). The reaction was stirred at ambient temperature for 16 hours, silica gel was than added and the solvent evaporated in vacuo. The product was isolated by chromatography (Silica gel, 10-30% EtOAc in hexanes) and obtained as a white solid.